From a dataset of the Open Reaction Database (ORD), a public repository of structured organic reaction records. describe an organic reaction: reactants, conditions, products, and yield Reaction conditions: time 10 minute. The reactants are BrC1=CC=C2C(CCC(C2=C1)=O)(C)C (7-bromo-3,4-dihydro-4,4-dimethylnaphthalen-1-one), BrC1=CC=C2C(CCC(C2=C1)=O)(C)C (7-bromo-3,4-dihydro-4,4-dimethylnaphthalen-1-one), C1CCOC1 (THF), Cl (hydrochloric acid). Product: CC1(CCC(C2=CC(=CC=C12)C(C)=O)=O)C (4,4-Dimethyl-7-acetyl-3,4-dihydronaphthalen-1(2H)-one). The reagents and catalysts are C1=CC=C(C=C1)P(C2=CC=CC=C2)C3=CC=CC=C3.C1=CC=C(C=C1)P(C2=CC=CC=C2)C3=CC=CC=C3.Cl[Pd]Cl (bis(triphenylphosphine)palladium(II)chloride), C1=CC=C(C=C1)P(C2=CC=CC=C2)C3=CC=CC=C3.C1=CC=C(C=C1)P(C2=CC=CC=C2)C3=CC=CC=C3.Cl[Pd]Cl (bis(triphenylphosphine)palladium(II)chloride). Procedure: A solution of 4,4-dimethyl-7-bromo-3,4-dihydronaphthalen-1(2H)one (Compound G) (1.78 g, 7 mmol), 1-ethoxyyinyltributyltin (EVTB) (3.3 g, 9.12 mmol), bis(triphenylphosphine)palladium(II)chloride (260 mg, 0.23 nmol) in THF (25 mL) was refluxed for 24 h under argon atmosphere. To the reaction, additional EVTB (1.5 g, 4.1 mmol) and bis(triphenylphosphine)palladium(II)chloride (200 mg, 0.2 mmol) were added and the mixture was and refluxed for an additional 24 h. The reaction mixture was cooled to roo... As a reaction SMILES: Br[C:2]1[CH:11]=[C:10]2[C:5]([C:6]([CH3:14])([CH3:13])[CH2:7][CH2:8][C:9]2=[O:12])=[CH:4][CH:3]=1.Cl.C1C[O:19][CH2:18][CH2:17]1>C1C=CC(P(C2C=CC=CC=2)C2C=CC=CC=2)=CC=1.C1C=CC(P(C2C=CC=CC=2)C2C=CC=CC=2)=CC=1.Cl[Pd]Cl>[CH3:13][C:6]1([CH3:14])[C:5]2[C:10](=[CH:11][C:2]([C:18](=[O:19])[CH3:17])=[CH:3][CH:4]=2)[C:9](=[O:12])[CH2:8][CH2:7]1 |f:3.4.5|. Reactants: CC=1OC2=CC=CC=C2C(C1)=O (2-Methyl-4H-chromen-4-one), COC=1C=CC(=CC1)P2(=S)SP(=S)(S2)C=3C=CC(=CC3)OC (Lawesson's reagent), S(=N)(C1=CC=CC=C1)C1=CC=CC=C1 (1,1′-sulfinimidoyldibenzene). Yields the product CC=1C=NSC1C1=C(C=CC=C1)O (2-(4-methyl-1,2-thiazol-5-yl)phenol). As a reaction SMILES: C[C:2]1[O:3][C:4]2[C:9]([C:10](=O)[CH:11]=1)=[CH:8][CH:7]=[CH:6][CH:5]=2.[CH3:13]OC1C=CC(P2(SP(C3C=CC(OC)=CC=3)(=S)S2)=S)=CC=1.[S:35](C1C=CC=CC=1)(C1C=CC=CC=1)=[NH:36]>>[CH3:13][C:11]1[CH:2]=[N:36][S:35][C:10]=1[C:9]1[CH:8]=[CH:7][CH:6]=[CH:5][C:4]=1[OH:3]. Procedure details: 2-Methyl-4H-chromen-4-one was reacted with Lawesson's reagent, and the product was treated with 1,1′-sulfinimidoyldibenzene to provide 2-(4-methyl-1,2-thiazol-5-yl)phenol. Reactants: O=C(CC#N)C=1C=NC=CC1 (3-oxo-3-(pyridin-3-yl)propionitrile), ( 2 ), C(C)OC(CNN)OCC ((2,2-diethoxyethyl)hydrazine), Cl (hydrochloric acid). Run in C(C)O (ethanol), C(C)(=O)OCC (ethyl acetate). The product is C(C)OC(CN1N=C(C=C1N)C=1C=NC=CC1)OCC (1-(2,2-Diethoxyethyl)-3-(pyridin-3-yl)-1H-pyrazole-5-amine). As a reaction SMILES: O=[C:2]([C:6]1[CH:7]=[N:8][CH:9]=[CH:10][CH:11]=1)[CH2:3][C:4]#[N:5].[CH2:12]([O:14][CH:15]([O:19][CH2:20][CH3:21])[CH2:16][NH:17][NH2:18])[CH3:13].Cl>C(O)C.C(OCC)(=O)C>[CH2:12]([O:14][CH:15]([O:19][CH2:20][CH3:21])[CH2:16][N:17]1[C:4]([NH2:5])=[CH:3][C:2]([C:6]2[CH:7]=[N:8][CH:9]=[CH:10][CH:11]=2)=[N:18]1)[CH3:13]. Procedure details: With gentle heating, 125 g (812 mmol, purity 95%) of 3-oxo-3-(pyridin-3-yl)propionitrile [lit. for example: P. Seneci et al., Synth. Commun. 1999, 29 (2), 311-341; also available commercially] were dissolved in 1.25 liters of ethanol. 126 g (853 mmol) of (2,2-diethoxyethyl)hydrazine and 4.1 ml (4.06 mmol) of 1 M hydrochloric acid were then added. The reaction mixture was heated under reflux for 4 h, and all volatile components were then substantially removed on a rotary evaporator. The residue o... Reactants: C(CCC)N1C(C(=C(C2=CC=CN=C12)C1=CC(=CC=C1)O)NC(=O)NC1=C(C=CC=C1C(C)C)C(C)C)=O (N-(1-butyl-4-(3-hydroxyphenyl)-1,2-dihydro-2-oxo-1,8-naphthyridin-3-yl)-N'-(2,6-diisopropylphenyl)urea), [H-].[Na+] (sodium hydride), O (water), C(C)(=O)OCCBr (2-bromoethyl acetate). The solvent is CN(C)C=O (DMF). Reaction conditions: time 0.5 hour. Yields the product C(CCC)N1C(C(=C(C2=CC=CN=C12)C1=CC(=CC=C1)OCCOC(C)=O)NC(=O)NC1=C(C=CC=C1C(C)C)C(C)C)=O (N-[1-butyl-4-{3-(2-acetoxyethoxy)phenyl}-1,2-dihydro-2-oxo-1,8-naphthyridin-3-yl]-N'-(2,6-diisopropylphenyl)urea). Isolated yield 59.3%. RXN SMILES: [CH2:1]([N:5]1[C:14]2[C:9](=[CH:10][CH:11]=[CH:12][N:13]=2)[C:8]([C:15]2[CH:20]=[CH:19][CH:18]=[C:17]([OH:21])[CH:16]=2)=[C:7]([NH:22][C:23]([NH:25][C:26]2[C:31]([CH:32]([CH3:34])[CH3:33])=[CH:30][CH:29]=[CH:28][C:27]=2[CH:35]([CH3:37])[CH3:36])=[O:24])[C:6]1=[O:38])[CH2:2][CH2:3][CH3:4].[H-].[Na+].[C:41]([O:44][CH2:45][CH2:46]Br)(=[O:43])[CH3:42].O>CN(C=O)C>[CH2:1]([N:5]1[C:14]2[C:9](=[CH:10][CH:11]=[CH:12][N:13]=2)[C:8]([C:15]2[CH:20]=[CH:19][CH:18]=[C:17]([O:21][CH2:46][CH2:45][O:44][C:41](=[O:43])[CH3:42])[CH:16]=2)=[C:7]([NH:22][C:23]([NH:25][C:26]2[C:27]([CH:35]([CH3:37])[CH3:36])=[CH:28][CH:29]=[CH:30][C:31]=2[CH:32]([CH3:33])[CH3:34])=[O:24])[C:6]1=[O:38])[CH2:2][CH2:3][CH3:4] |f:1.2|. Procedure: To a solution of N-(1-butyl-4-(3-hydroxyphenyl)-1,2-dihydro-2-oxo-1,8-naphthyridin-3-yl)-N'-(2,6-diisopropylphenyl)urea (300 mg, 0.59 mmol) in DMF (10 ml) was added sodium hydride (NaH, 23 mg, 0.59 mmol), and the mixture was stirred at room temperature for 0.5 hour. To the mixture was added 2-bromoethyl acetate (98 mg, 0.59 mmol), and the mixture was stirred at 40°-50° C. for 6 hours. After allowed to stand for cooling, the mixture was poured into water, extracted with ethyl acetate, and the ext...